From a dataset of the Open Reaction Database (ORD), a public repository of structured organic reaction records. describe an organic reaction: reactants, conditions, products, and yield Reactants: ClC=1C=C(C=CC1)C(CCC1=CC=C(C=C1)Cl)=O (1-(3-chlorophenyl)-3-(4-chlorophenyl)propan-1-one), BrBr (Br2). Solvent: CC(=O)O (HOAc). Yields the product BrC(C(=O)C1=CC(=CC=C1)Cl)CC1=CC=C(C=C1)Cl (2-bromo-1-(3-chlorophenyl)-3-(4-chlorophenyl)propan-1-one). The yield is 20.0%. As a reaction SMILES: [Cl:1][C:2]1[CH:3]=[C:4]([C:8](=[O:18])[CH2:9][CH2:10][C:11]2[CH:16]=[CH:15][C:14]([Cl:17])=[CH:13][CH:12]=2)[CH:5]=[CH:6][CH:7]=1.[Br:19]Br>CC(O)=O>[Br:19][CH:9]([CH2:10][C:11]1[CH:12]=[CH:13][C:14]([Cl:17])=[CH:15][CH:16]=1)[C:8]([C:4]1[CH:5]=[CH:6][CH:7]=[C:2]([Cl:1])[CH:3]=1)=[O:18]. Reported procedure: To a solution of 1-(3-chlorophenyl)-3-(4-chlorophenyl)propan-1-one (1.39 g, 5 mmol) in HOAc (15 mL) at 0° C. was added Br2 (800 mg, 5 mmol) dropwise. The reaction was refluxed for 8 h, cooled to RT, concentrated then diluted with EA (25 mL) and water (5 mL). The organic layer was washed with brine (5 mL), dried over Na2SO4 and concentrated to give a residue which was purified by chromatography eluted with PE/EA (50:1) to give 2-bromo-1-(3-chlorophenyl)-3-(4-chlorophenyl)propan-1-one (358 mg, 20%...